From a dataset of the Open Reaction Database (ORD), a public repository of structured organic reaction records. describe an organic reaction: reactants, conditions, products, and yield The reactants are C(C1=CC=CC=C1)(=O)C=1C(=C2C(=NC1)N(N=C2C)C=2OC=CC2)NC(C)CC (5-benzoyl-4-sec.butylamino-1-(2-furanyl)-methyl-1H-pyrazolo[3,4-b]pyridine), S(O)(O)(=O)=O (sulfuric acid). The product is C(C1=CC=CC=C1)(=O)C=1C(=C2C(=NC1)NN=C2)NC(C)CC (5-benzoyl-4-sec.butylamino-1H-pyrazolo[3,4-b]pyridine). RXN SMILES: [C:1]([C:9]1[C:10]([NH:24][CH:25]([CH2:27][CH3:28])[CH3:26])=[C:11]2[C:17](C)=[N:16][N:15](C3OC=CC=3)[C:12]2=[N:13][CH:14]=1)(=[O:8])[C:2]1[CH:7]=[CH:6][CH:5]=[CH:4][CH:3]=1.S(=O)(=O)(O)O>>[C:1]([C:9]1[C:10]([NH:24][CH:25]([CH2:27][CH3:28])[CH3:26])=[C:11]2[CH:17]=[N:16][NH:15][C:12]2=[N:13][CH:14]=1)(=[O:8])[C:2]1[CH:7]=[CH:6][CH:5]=[CH:4][CH:3]=1. Procedure details: 3.7 g. of 5-benzoyl-4-sec.butylamino-1-(2-furanyl)-methyl-1H-pyrazolo[3,4-b]pyridine are stirred in 20 ml. of conc. sulfuric acid for 3 hours at 50°. The mixture is decomposed with 30 ml. of water and filtered. The filtrate is made alkaline with 30% aqueous ammonia and the white precipitate of 5-benzoyl-4-sec.butylamino-1H-pyrazolo[3,4-b]-pyridine is filtered off, yield 1.7 g. (58%), m.p. 186°-187°.